From a dataset of the Open Reaction Database (ORD), a public repository of structured organic reaction records. describe an organic reaction: reactants, conditions, products, and yield The reactants are O=Cc1ccc(F)c(Br)c1, CC(=O)O[BH-](OC(C)=O)OC(C)=O, C1COCCN1, CC(=O)O, ClCCCl, [Na+]. The product is Fc1ccc(CN2CCOCC2)cc1Br. Reaction SMILES: [Br:1][c:2]1[cH:3][c:4]([CH:5]=[O:6])[cH:7][cH:8][c:9]1[F:10].[C:21]([O:22][BH-:23]([O:24][C:25](=[O:26])[CH3:27])[O:28][C:29](=[O:30])[CH3:31])(=[O:32])[CH3:33].[CH2:15]1[CH2:16][O:17][CH2:18][CH2:19][NH:20]1.[CH3:11][C:12](=[O:13])[OH:14].[Cl:35][CH2:36][CH2:37][Cl:38].[Na+:34]>>[Br:1][c:2]1[cH:3][c:4]([CH2:5][N:20]2[CH2:15][CH2:16][O:17][CH2:18][CH2:19]2)[cH:7][cH:8][c:9]1[F:10]. Reactants: C(#C)C1(CCC=2C1=NC=CC2)O (7-ethynyl-5H,6H-cyclopenta[b]pyridin-7-ol), C(C)(=O)C1=NC=CC=C1 (2-acetylpyridine). Yields the product N1=C(C=CC=C1)C(C)(C#C)O (2-(pyridin-2-yl)but-3-yn-2-ol). Reaction SMILES: [C:1]([C:3]1([OH:12])[C:7]2=[N:8][CH:9]=[CH:10][CH:11]=[C:6]2C[CH2:4]1)#[CH:2].C(C1C=CC=CN=1)(=O)C>>[N:8]1[CH:9]=[CH:10][CH:11]=[CH:6][C:7]=1[C:3]([OH:12])([C:1]#[CH:2])[CH3:4]. Reported procedure: The title compound was prepared using the method described for the preparation of 7-ethynyl-5H,6H-cyclopenta[b]pyridin-7-ol, by replacing 5,6-dihydro-7H-cyclopenta[b]pyridin-7-one with 2-acetylpyridine; 1H NMR (500 MHz, CDCl3) delta 1.80 (3H, s), 2.55 (1H, s), 5.50 (1H, s), 7.20-7.32 (1H, m), 7.62 (1H, d, J=7.88 Hz), 7.78 (1 H, td, J=7.72, 1.58 Hz), 8.54 (1H, d, J=4.73 Hz); LC-MS: m/z=+147.9 (M+H)+. Starting materials: N1=CC=CC2=CC=CC(=C12)C=O (8-quinolinecarboxaldehyde), N1(N=CC=C1)C1=CC=C(C=O)C=C1 (4-(1H-pyrazol-1-yl)-benzaldehyde). Product: N1=CC=CC2=CC=CC(=C12)/C=C/C=O ((2E)-3-(8-Quinolinyl)-2-propenal). As a reaction SMILES: [N:1]1[C:10]2[C:5](=[CH:6][CH:7]=[CH:8][C:9]=2[CH:11]=O)[CH:4]=[CH:3][CH:2]=1.N1(C2C=C[C:21]([CH:22]=[O:23])=CC=2)C=CC=N1>>[N:1]1[C:10]2[C:5](=[CH:6][CH:7]=[CH:8][C:9]=2/[CH:11]=[CH:21]/[CH:22]=[O:23])[CH:4]=[CH:3][CH:2]=1. Reported procedure: The title compound was prepared by a procedure analogous to Reference Example 30 by substituting 8-quinolinecarboxaldehyde (prepared as described in J. Am. Chem. Soc. 1997, 119, 8891) for the 4-(1H-pyrazol-1-yl)-benzaldehyde of Reference Example 30. MS 184 (M+H)+.